This data is from the Open Reaction Database (ORD), a public repository of structured organic reaction records. The task is: describe an organic reaction: reactants, conditions, products, and yield Starting materials: C1CCOC1, CCOC(=O)N=NC(=O)OCC, O=C1CC(c2ccccc2)Oc2cc(O)ccc21, c1ccc(P(c2ccccc2)c2ccccc2)cc1, OCCn1ccnc1. Product: O=C1CC(c2ccccc2)Oc2cc(OCCn3ccnc3)ccc21. RXN SMILES: [CH2:58]1[O:59][CH2:60][CH2:61][CH2:62]1.[O:46]=[C:47]([O:48][CH2:49][CH3:50])[N:51]=[N:52][C:53]([O:54][CH2:55][CH3:56])=[O:57].[OH:1][c:2]1[cH:3][cH:4][c:5]2[c:10]([cH:11]1)[O:9][CH:8]([c:12]1[cH:13][cH:14][cH:15][cH:16][cH:17]1)[CH2:7][C:6]2=[O:18].[c:19]1([P:20]([c:21]2[cH:22][cH:23][cH:24][cH:25][cH:26]2)[c:27]2[cH:28][cH:29][cH:30][cH:31][cH:32]2)[cH:33][cH:34][cH:35][cH:36][cH:37]1.[n:38]1([CH2:43][CH2:44][OH:45])[cH:39][n:40][cH:41][cH:42]1>>[O:1]([c:2]1[cH:3][cH:4][c:5]2[c:10]([cH:11]1)[O:9][CH:8]([c:12]1[cH:13][cH:14][cH:15][cH:16][cH:17]1)[CH2:7][C:6]2=[O:18])[CH2:44][CH2:43][n:38]1[cH:39][n:40][cH:41][cH:42]1. Starting materials: N-Aryl-benzenesulfonamides, NC1=C(C=C(C=C1)Cl)C(=O)C=1C=NC(=CC1)C ((2-Amino-5-chloro-phenyl )-(6-methyl-pyridin-3-yl )-methanone), CS(=O)(=O)C1=CC=C(C=C1)S(=O)(=O)Cl (4-Methanesulfonyl-benzenesulfonyl chloride). Product: ClC1=CC(=C(C=C1)NS(=O)(=O)C1=CC=C(C=C1)S(=O)(=O)C)C(=O)C=1C=NC(=CC1)C (N-[4-Chloro-2-(6-methyl-pyridine-3-carbonyl)-phenyl]-4-methanesulfonyl-benzenesulfonamide). As a reaction SMILES: [NH2:1][C:2]1[CH:7]=[CH:6][C:5]([Cl:8])=[CH:4][C:3]=1[C:9]([C:11]1[CH:12]=[N:13][C:14]([CH3:17])=[CH:15][CH:16]=1)=[O:10].[CH3:18][S:19]([C:22]1[CH:27]=[CH:26][C:25]([S:28](Cl)(=[O:30])=[O:29])=[CH:24][CH:23]=1)(=[O:21])=[O:20]>>[Cl:8][C:5]1[CH:6]=[CH:7][C:2]([NH:1][S:28]([C:25]2[CH:24]=[CH:23][C:22]([S:19]([CH3:18])(=[O:21])=[O:20])=[CH:27][CH:26]=2)(=[O:30])=[O:29])=[C:3]([C:9]([C:11]2[CH:12]=[N:13][C:14]([CH3:17])=[CH:15][CH:16]=2)=[O:10])[CH:4]=1. Reported procedure: The title compound was prepared according to the general procedure for the synthesis of N-Aryl-benzenesulfonamides previously described using (2-Amino-5-chloro-phenyl )-(6-methyl-pyridin-3-yl )-methanone and 4-Methanesulfonyl-benzenesulfonyl chloride and purified by HPLC. 1H NMR (CDCl3) δ 9.77 (br s, 1H, NH), 8.44 (dm, 1H, J=2.2 Hz), 7.87 (d, 2H, J=8.8 Hz), 7.83 (d, 2H, J=8.8 Hz), 7.76 (d, 1H, J=8.8 Hz), 7.60 (dd, 1H, J=8.0 Hz, J=2.2 Hz), 7.55 (dd, 1H, J=8.8 Hz, J=2.2 Hz), 7.36 (d, 1H, J=2.2), 7... The reactants are C[C@H](C1=CC=CC=C1)N ((R)-α-methylbenzylamine), C[C@H](C1=CC=CC=C1)N.[N+](=O)([O-])C[C@]1([C@@H]2CCC[C@@H]2C1)CC(=O)O ((1R,5R,6S)-[6-(Nitromethyl)bicyclo[3.2.0]hept-6-yl]acetic acid (R)-α-methylbenzylamine salt), Cl (hydrochloric acid). The solvent is C(C)(=O)OCC (ethyl acetate). Conditions: time 3.5 minute. Product: [N+](=O)([O-])C[C@]1([C@@H]2CCC[C@@H]2C1)CC(=O)O ((1R,5R,6S)-[6-(Nitromethyl)bicyclo[3.2.0]hept-6-yl]acetic acid). Reaction SMILES: C[C@@H](N)C1C=CC=CC=1.C[C@@H](N)C1C=CC=CC=1.[N+:19]([CH2:22][C@:23]1([CH2:30][C:31]([OH:33])=[O:32])[CH2:29][C@@H:28]2[C@H:24]1[CH2:25][CH2:26][CH2:27]2)([O-:21])=[O:20].Cl>C(OCC)(=O)C>[N+:19]([CH2:22][C@:23]1([CH2:30][C:31]([OH:33])=[O:32])[CH2:29][C@@H:28]2[C@H:24]1[CH2:25][CH2:26][CH2:27]2)([O-:21])=[O:20] |f:1.2|. Procedure details: The (R)-α-methylbenzylamine salt of the nitro acid from example 2 (5.0 g, 23.4 mmol) was added to a mixture of ethyl acetate (50 ml) and 2M hydrochloric acid (15 ml). The mixture was stirred vigorously for 3-4 minutes and the phases were separated. The organic layer was further washed with 2M hydrochloric acid (15 ml) and demineralised water (15 ml). The organic layer was separated and the solvent was removed in vacuo to give the title compound as a yellow oil, which rapidly crystallised on stan... The reactants are C1(=CC=CC=C1)C=CCCBr (4-phenyl-3-buten-1-yl-bromide), NC=1SC=2CCNCCC2N1 (2-amino-4,5,7,8-tetrahydro-6H-thiazolo[5,4-d]azepine), C(Cl)(Cl)Cl.C1(=CC=CC=C1)C (chloroform toluene). Run in C(Cl)(Cl)Cl (chloroform). Yields the product NC=1SC=2CCN(CCC2N1)CCC=CC1=CC=CC=C1 (2-Amino-6-(4-phenyl-3-buten-1-yl)-4,5,7,8-tetrahydro-6H-thiazolo[5,4-d]azepine). Isolated yield 39.0%. Reaction SMILES: [C:1]1([CH:7]=[CH:8][CH2:9][CH2:10]Br)[CH:6]=[CH:5][CH:4]=[CH:3][CH:2]=1.[NH2:12][C:13]1[S:14][C:15]2[CH2:16][CH2:17][NH:18][CH2:19][CH2:20][C:21]=2[N:22]=1.C(Cl)(Cl)Cl.C1(C)C=CC=CC=1>C(Cl)(Cl)Cl>[NH2:12][C:13]1[S:14][C:15]2[CH2:16][CH2:17][N:18]([CH2:10][CH2:9][CH:8]=[CH:7][C:1]3[CH:6]=[CH:5][CH:4]=[CH:3][CH:2]=3)[CH2:19][CH2:20][C:21]=2[N:22]=1 |f:2.3|. Procedure: Prepared analogously to Example 8 from 4-phenyl-3-buten-1-yl-bromide [boiling point 93° C./1,5 torr; prepared from 1-cyclopropyl-1-phenyl-carbinol with phosphorous tribromide] with 4 equivalents of 2-amino-4,5,7,8-tetrahydro-6H-thiazolo[5,4-d]azepine in pure chloroform during 8 hours at 60° C. Yield: 39% of theory, Melting point: 157°-158° C. (chloroform/toluene) Starting materials: COc2ccc1ccccc1c2 (substrate), Cc2cc1ccccc1cn2 (effective_coupling_partner). Reagents/catalysts: IPr. Reaction conditions: temperature 90 celsius, time 16 hour. Yields the product Cc4cc1ccccc1c(c3ccc2ccccc2c3)n4. Yields the product O=C(O)CCc1oc(C=Cc2ccccc2)nc1-c1ccccc1. The reactants are CCO, Cl, [Na+], [OH-], O, N#CCCc1oc(C=Cc2ccccc2)nc1-c1ccccc1. Reaction SMILES: [CH3:28][CH2:29][OH:30].[ClH:27].[Na+:25].[OH-:24].[OH2:26].[c:1]1(-[c:7]2[n:8][c:9]([CH:16]=[CH:17][c:18]3[cH:19][cH:20][cH:21][cH:22][cH:23]3)[o:10][c:11]2[CH2:12][CH2:13][C:14]#[N:15])[cH:2][cH:3][cH:4][cH:5][cH:6]1>>[c:1]1(-[c:7]2[n:8][c:9]([CH:16]=[CH:17][c:18]3[cH:19][cH:20][cH:21][cH:22][cH:23]3)[o:10][c:11]2[CH2:12][CH2:13][C:14](=[O:24])[OH:26])[cH:2][cH:3][cH:4][cH:5][cH:6]1.